From a dataset of the Open Reaction Database (ORD), a public repository of structured organic reaction records. describe an organic reaction: reactants, conditions, products, and yield Reactants: N[N+]1=C(C=C(C=C1)Br)N.CC1=C(C(=CC(=C1)C)C)S(=O)(=O)[O-] (1,2-diamino-4-bromo-pyridinium 2,4,6-trimethyl-benzenesulfonate), COC=1C=C(C(=O)Cl)C=CC1 (3-methoxybenzoyl chloride). Run in N1=CC=CC=C1 (pyridine). Conditions: temperature 85 celsius. Yields the product BrC1=CC=2N(C=C1)N=C(N2)C2=CC(=CC=C2)OC (7-bromo-2-(3-methoxy-phenyl)-[1,2,4]triazolo[1,5-a]pyridine). As a reaction SMILES: [NH2:1][N+:2]1[CH:7]=[CH:6][C:5]([Br:8])=[CH:4][C:3]=1[NH2:9].CC1C=C(C)C=C(C)C=1S([O-])(=O)=O.[CH3:23][O:24][C:25]1[CH:26]=[C:27]([CH:31]=[CH:32][CH:33]=1)[C:28](Cl)=O>N1C=CC=CC=1>[Br:8][C:5]1[CH:6]=[CH:7][N:2]2[N:1]=[C:28]([C:27]3[CH:31]=[CH:32][CH:33]=[C:25]([O:24][CH3:23])[CH:26]=3)[N:9]=[C:3]2[CH:4]=1 |f:0.1|. Procedure details: To a solution of 1,2-diamino-4-bromo-pyridinium-2,4,6-trimethyl-benzenesulfonate (Example 1, step a) (8 g, 20.7 mmol) in pyridine (50 ml) was added 3-methoxybenzoyl chloride (6 ml, 41.3 mmol). The reaction mixture was heated at 85° C. for 3 h. Volatiles were removed in vacuum, and the resultant residue was diluted with EtOAc (300 ml). The organic layer was washed successively with water (2×250 ml) and brine (100 ml), dried over anhydrous Na2SO4, filtered, and evaporated in vacuum. The crude mate...